This data is from the Open Reaction Database (ORD), a public repository of structured organic reaction records. The task is: describe an organic reaction: reactants, conditions, products, and yield The reactants are C1(=CC=CC=C1)P(C1=CC=CC=C1)C1=CC=CC=C1 (triphenylphosphine), N(=NC(=O)OC(C)C)C(=O)OC(C)C (diisopropyl azodicarboxylate), ClC1=CC=C(C=C1)S(=O)(=O)N[C@@H](C(=O)N)C1=CC=CC=C1 ((R)-2-(4-chloro-benzenesulfonylamino)-2-phenyl-acetamide), COC(C1=CC=C(C=C1)CO)=O (methyl-4-hydroxymethylbenzoate). The solvent is O1CCCC1 (tetrahydrofuran), O1CCCC1 (tetrahydrofuran). Conditions: time 30 minute. Product: COC(C1=CC=C(C=C1)CN(S(=O)(=O)C1=CC=C(C=C1)Cl)[C@H](C1=CC=CC=C1)C(N)=O)=O ((R)-4-{[(Carbamoyl-phenyl-methyl)-(4-chloro-benzenesulfonyl)-amino]-methyl}-benzoic acid methyl ester). RXN SMILES: C1(P(C2C=CC=CC=2)C2C=CC=CC=2)C=CC=CC=1.N(C(OC(C)C)=O)=NC(OC(C)C)=O.[Cl:34][C:35]1[CH:40]=[CH:39][C:38]([S:41]([NH:44][C@H:45]([C:49]2[CH:54]=[CH:53][CH:52]=[CH:51][CH:50]=2)[C:46]([NH2:48])=[O:47])(=[O:43])=[O:42])=[CH:37][CH:36]=1.[CH3:55][O:56][C:57](=[O:66])[C:58]1[CH:63]=[CH:62][C:61]([CH2:64]O)=[CH:60][CH:59]=1>O1CCCC1>[CH3:55][O:56][C:57](=[O:66])[C:58]1[CH:63]=[CH:62][C:61]([CH2:64][N:44]([C@@H:45]([C:46](=[O:47])[NH2:48])[C:49]2[CH:50]=[CH:51][CH:52]=[CH:53][CH:54]=2)[S:41]([C:38]2[CH:39]=[CH:40][C:35]([Cl:34])=[CH:36][CH:37]=2)(=[O:42])=[O:43])=[CH:60][CH:59]=1. Procedure: To a solution of triphenylphosphine (48 mmg, 0.2 mmol) in 0.7 mL of tetrahydrofuran is added diisopropyl azodicarboxylate (0.04 mL, 0.2 mmol) and the reaction stirred for 30 min. To the reaction is added 0.4 mL of tetrahydrofuran, (R)-2-(4-chloro-benzenesulfonylamino)-2-phenyl-acetamide (32 mg, 0.2 mmol), and methyl-4-hydroxymethylbenzoate (73 mg, 0.2 mmol). The reaction is allowed to warm to room temperature and stirred overnight. The solvent is removed and the resultant residue purified by sil... Starting materials: Cc1nc2nc(C(C)O)cn2c(-c2ccc(Cl)cc2Cl)c1CNC(=O)OC(C)(C)C, ClCCl, O=C(O)C(F)(F)F. Product: Cc1nc2nc(C(C)O)cn2c(-c2ccc(Cl)cc2Cl)c1CN, O=C(O)C(F)(F)F. As a reaction SMILES: [Cl:1][c:2]1[c:3](-[c:9]2[c:10]([CH2:22][NH:23][C:24](=[O:25])[O:26][C:27]([CH3:28])([CH3:29])[CH3:30])[c:11]([CH3:21])[n:12][c:13]3[n:14]2[cH:15][c:16]([CH:18]([CH3:19])[OH:20])[n:17]3)[cH:4][cH:5][c:6]([Cl:8])[cH:7]1.[Cl:38][CH2:39][Cl:40].[F:31][C:32]([C:33](=[O:34])[OH:35])([F:36])[F:37]>>[Cl:1][c:2]1[c:3](-[c:9]2[c:10]([CH2:22][NH2:23])[c:11]([CH3:21])[n:12][c:13]3[n:14]2[cH:15][c:16]([CH:18]([CH3:19])[OH:20])[n:17]3)[cH:4][cH:5][c:6]([Cl:8])[cH:7]1.[F:31][C:32]([C:33](=[O:34])[OH:35])([F:36])[F:37]. The reactants are CC(=O)NCC1CN(c2ccc(N3CCC4(CC3)CO4)c(F)c2)C(=O)O1, OCCCS. As a reaction SMILES: [O:1]1[CH2:2][C:3]12[CH2:4][CH2:5][N:6]([c:9]1[c:10]([F:26])[cH:11][c:12]([N:15]3[C:16](=[O:25])[O:17][CH:18]([CH2:20][NH:21][C:22]([CH3:23])=[O:24])[CH2:19]3)[cH:13][cH:14]1)[CH2:7][CH2:8]2.[OH:27][CH2:28][CH2:29][CH2:30][SH:31]>>[O:1]1[CH2:2][S:31][CH2:30][C:3]12[CH2:4][CH2:5][N:6]([c:9]1[c:10]([F:26])[cH:11][c:12]([N:15]3[C:16](=[O:25])[O:17][CH:18]([CH2:20][NH:21][C:22]([CH3:23])=[O:24])[CH2:19]3)[cH:13][cH:14]1)[CH2:7][CH2:8]2. The product is CC(=O)NCC1CN(c2ccc(N3CCC4(CC3)CSCO4)c(F)c2)C(=O)O1.